Dataset: the Open Reaction Database (ORD), a public repository of structured organic reaction records. Task: describe an organic reaction: reactants, conditions, products, and yield Reactants: C(CC)O (n-propanol), Br (HBr), CN(C(CNC(=O)OC(C)(C)C)=O)N1C(=CC=C1)C(C1=C(C=CC=C1)Cl)=O (1-[N-Methyl-(t-butoxycarbonylamino)acetamido]-2-(2-chlorobenzoyl)pyrrole). Solvent: C(C)(=O)OCC (ethyl acetate). The product is Br.CN(C(CN)=O)N1C(=CC=C1)C(C1=C(C=CC=C1)Cl)=O (1-(N-Methyl-aminoacetamido)-2-(2-chlorobenzoyl)pyrrole hydrobromide). As a reaction SMILES: [CH3:1][N:2]([N:14]1[CH:18]=[CH:17][CH:16]=[C:15]1[C:19](=[O:27])[C:20]1[CH:25]=[CH:24][CH:23]=[CH:22][C:21]=1[Cl:26])[C:3](=[O:13])[CH2:4][NH:5]C(OC(C)(C)C)=O.C(O)CC.[BrH:32]>C(OCC)(=O)C>[BrH:32].[CH3:1][N:2]([N:14]1[CH:18]=[CH:17][CH:16]=[C:15]1[C:19](=[O:27])[C:20]1[CH:25]=[CH:24][CH:23]=[CH:22][C:21]=1[Cl:26])[C:3](=[O:13])[CH2:4][NH2:5] |f:4.5|. Procedure: 1-[N-Methyl-(t-butoxycarbonylamino)acetamido]-2-(2-chlorobenzoyl)pyrrole (24 g, 61.2 mmol) was dissolved in 100 ml of ethyl acetate, and 60 ml of n-propanol solution containing 12 ml of 48% HBr was added thereto with stirring. After 1 hour at 35° the solution was evaporated and the residue triturated with ether to give 23.2 g of powder. This powder was recrystallized from isopropanol-ether to give 22 g (96%) of flocculent crystals, m.p. 193°-195°. Product: Cn1ccc2cc(Cl)ccc21. Reaction SMILES: [Cl:1][c:2]1[cH:3][c:4]2[cH:5][cH:6][nH:7][c:8]2[cH:9][cH:10]1.[I:13][CH3:14].[K+:12].[O:16]=[CH:17][N:18]([CH3:19])[CH3:20].[OH-:11].[OH2:15]>>[Cl:1][c:2]1[cH:3][c:4]2[cH:5][cH:6][n:7]([CH3:14])[c:8]2[cH:9][cH:10]1. The reactants are Clc1ccc2[nH]ccc2c1, CI, [K+], CN(C)C=O, [OH-], O. The reactants are [OH-].[Na+] (NaOH), C(C)OC(=O)C=1N=C(SC1)Cl (ethyl-2-chloro-4-thiazolecarboxylate). Solvent: C(C)O (ethanol). Reaction conditions: time 4 hour. Product: ClC=1SC=C(N1)C(=O)O (2-chloro-4-thiazolecarboxylic acid). Yield: 61.1%. Reaction SMILES: [OH-].[Na+].C([O:5][C:6]([C:8]1[N:9]=[C:10]([Cl:13])[S:11][CH:12]=1)=[O:7])C>C(O)C>[Cl:13][C:10]1[S:11][CH:12]=[C:8]([C:6]([OH:7])=[O:5])[N:9]=1 |f:0.1|. Procedure details: A mixture of NaOH (1.9 g, 47.5 mmol) and ethyl-2-chloro-4-thiazolecarboxylate (7.6 g, 40 mmol) in 100 mL absolute ethanol was stirred at RT for 4 h. After that, ethanol was removed in vacuo and the residue was dissolved in water. The aq layer was washed with ether and then acidified with conc HCl. The solid was filtered and air dried to give 4 g of 2-chloro-4-thiazolecarboxylic acid.